This data is from the Open Reaction Database (ORD), a public repository of structured organic reaction records. The task is: describe an organic reaction: reactants, conditions, products, and yield Reactants: C[SH](c1nc(C(C)(C)C)n[nH]1)c1ccco1, CN(C)C(=O)Cl. Product: CN(C)C(=O)n1nc(C(C)(C)C)nc1[SH](C)c1ccco1. As a reaction SMILES: [C:1]([CH3:2])([CH3:3])([CH3:4])[c:5]1[n:6][nH:7][c:8]([SH:10]([CH3:11])[c:12]2[o:13][cH:14][cH:15][cH:16]2)[n:9]1.[CH3:17][N:18]([C:19](=[O:20])[Cl:21])[CH3:22]>>[C:1]([CH3:2])([CH3:3])([CH3:4])[c:5]1[n:6][n:7]([C:19]([N:18]([CH3:17])[CH3:22])=[O:20])[c:8]([SH:10]([CH3:11])[c:12]2[o:13][cH:14][cH:15][cH:16]2)[n:9]1. The reactants are CC(C)(C)OC(=O)N[C@@H](CC1=CC=C(C=C1)Br)C(=O)O (Boc-L-4-bromophenylalanine), ClC=1C=C(C=CC1)B(O)O (3-chlorophenylboronic acid), solution, NaCO3. The reagents and catalysts are C=1C=CC(=CC1)[P](C=2C=CC=CC2)(C=3C=CC=CC3)[Pd]([P](C=4C=CC=CC4)(C=5C=CC=CC5)C=6C=CC=CC6)([P](C=7C=CC=CC7)(C=8C=CC=CC8)C=9C=CC=CC9)[P](C=1C=CC=CC1)(C=1C=CC=CC1)C=1C=CC=CC1 (tetrakis(triphenylphosphine)palladium(0)). Run in CCOC(=O)C (EtOAc), COCCOC (1,2-dimethoxyethane). Reaction conditions: temperature 85 celsius, time 2 hour. Yields the product C(C)(C)(C)OC(=O)N[C@H](C(=O)O)CC1=CC=C(C=C1)C1=CC(=CC=C1)Cl ((S)-2-tert-butoxycarbonylamino-3-(3′-chloro-biphenyl-4-yl)-propionic acid). Yield: 83.0%. Reaction SMILES: [CH3:1][C:2]([O:5][C:6]([NH:8][C@H:9]([C:18]([OH:20])=[O:19])[CH2:10][C:11]1[CH:16]=[CH:15][C:14](Br)=[CH:13][CH:12]=1)=[O:7])([CH3:4])[CH3:3].[Cl:21][C:22]1[CH:23]=[C:24](B(O)O)[CH:25]=[CH:26][CH:27]=1>COCCOC.CCOC(C)=O.C1C=CC([P]([Pd]([P](C2C=CC=CC=2)(C2C=CC=CC=2)C2C=CC=CC=2)([P](C2C=CC=CC=2)(C2C=CC=CC=2)C2C=CC=CC=2)[P](C2C=CC=CC=2)(C2C=CC=CC=2)C2C=CC=CC=2)(C2C=CC=CC=2)C2C=CC=CC=2)=CC=1>[C:2]([O:5][C:6]([NH:8][C@@H:9]([CH2:10][C:11]1[CH:16]=[CH:15][C:14]([C:26]2[CH:25]=[CH:24][CH:23]=[C:22]([Cl:21])[CH:27]=2)=[CH:13][CH:12]=1)[C:18]([OH:20])=[O:19])=[O:7])([CH3:4])([CH3:3])[CH3:1] |^1:46,48,67,86|. Reported procedure: To a solution of Boc-L-4-bromophenylalanine (15.0 g, 43.6 mmol), 3-chlorophenylboronic acid (8.52 g, 54.5 mmol), and tetrakis(triphenylphosphine)palladium(0) (1.51 g, 1.31 mmol) in 1,2-dimethoxyethane (180 mL) was added 2M solution of aqueous NaCO3 (33 mL). The reaction mixture was heated to 85° C. After stirred for 2 hours, the reaction mixture was cooled to room temperature and diluted with EtOAc. The mixture was washed with 1M HCl and brine. The organic layer was dried over Na2SO4, concentrat...